The task is: describe an organic reaction: reactants, conditions, products, and yield. This data is from the Open Reaction Database (ORD), a public repository of structured organic reaction records. Reactants: COCOc1c(Br)c(C(C)C)cc2cc(OC)ccc12, O=C([O-])[O-], COCCOC, [Na+], [Na+], OB(O)c1ccccc1, c1ccc(P(c2ccccc2)(c2ccccc2)[Pd](P(c2ccccc2)(c2ccccc2)c2ccccc2)(P(c2ccccc2)(c2ccccc2)c2ccccc2)P(c2ccccc2)(c2ccccc2)c2ccccc2)cc1. Product: COCOc1c(-c2ccccc2)c(C(C)C)cc2cc(OC)ccc12. RXN SMILES: [Br:1][c:2]1[c:3]([O:17][CH2:18][O:19][CH3:20])[c:4]2[cH:5][cH:6][c:7]([O:15][CH3:16])[cH:8][c:9]2[cH:10][c:11]1[CH:12]([CH3:13])[CH3:14].[C:30](=[O:31])([O-:32])[O-:33].[CH3:113][O:114][CH2:115][CH2:116][O:117][CH3:118].[Na+:34].[Na+:35].[c:21]1([B:27]([OH:28])[OH:29])[cH:22][cH:23][cH:24][cH:25][cH:26]1.[cH:36]1[cH:37][cH:38][c:39]([P:40]([Pd:41]([P:42]([c:43]2[cH:44][cH:45][cH:46][cH:47][cH:48]2)([c:49]2[cH:50][cH:51][cH:52][cH:53][cH:54]2)[c:55]2[cH:56][cH:57][cH:58][cH:59][cH:60]2)([P:61]([c:62]2[cH:63][cH:64][cH:65][cH:66][cH:67]2)([c:68]2[cH:69][cH:70][cH:71][cH:72][cH:73]2)[c:74]2[cH:75][cH:76][cH:77][cH:78][cH:79]2)[P:80]([c:81]2[cH:82][cH:83][cH:84][cH:85][cH:86]2)([c:87]2[cH:88][cH:89][cH:90][cH:91][cH:92]2)[c:93]2[cH:94][cH:95][cH:96][cH:97][cH:98]2)([c:99]2[cH:100][cH:101][cH:102][cH:103][cH:104]2)[c:105]2[cH:106][cH:107][cH:108][cH:109][cH:110]2)[cH:111][cH:112]1>>[c:2]1(-[c:21]2[cH:22][cH:23][cH:24][cH:25][cH:26]2)[c:3]([O:17][CH2:18][O:19][CH3:20])[c:4]2[cH:5][cH:6][c:7]([O:15][CH3:16])[cH:8][c:9]2[cH:10][c:11]1[CH:12]([CH3:13])[CH3:14]. Starting materials: mixture, C(C)OC(=CC)C(C)C (3-ethoxy-4-methyl-2-pentene), C(=O)C=C (acrolein), COC(CC)=C(C)C (3-methoxy-4-methyl-3-pentene), C(C)OC(=CC)C(C)C (3-ethoxy-4-methyl-2-pentene), C1(O)=CC=C(O)C=C1 (hydroquinone). Conditions: temperature 165 celsius. Product: COC1(OC=CCC1(C)C)CC (2-methoxy-2-ethyl-3,3-dimethyl-2,3-dihydro-4H-pyran). Isolated yield 72.0%. Reaction SMILES: [CH3:1][O:2][C:3](=[C:6]([CH3:8])[CH3:7])[CH2:4][CH3:5].[CH2:9]([O:11]C(C(C)C)=CC)[CH3:10].[CH:18](C=C)=O.C1(C=CC(O)=CC=1)O>>[CH3:1][O:2][C:3]1([CH2:4][CH3:5])[C:6]([CH3:18])([CH3:8])[CH2:7][CH:10]=[CH:9][O:11]1. Reported procedure: 54 g of a mixture of 3-methoxy-4-methyl-3-pentene (I, with R = CH3) and 3-methoxy-4-methyl-2-pentene (II, with R = CH3), which according to the nuclear resonance spectrum comprises about 95% of I and about 5% of II, 32 g of acrolein and 1 g of hydroquinone are heated at 165° C. for 20 hours. Distillation of the reaction mixture gives 58 g of the desired 2-methoxy-2-ethyl-3,3-dimethyl-2,3-dihydro-4H-pyran of boiling point 64° - 67° C./13 mm Hg. This corresponds to a yield of 72% of theory. Reactants: [Br-], [Br-], [Br-], CC(=O)c1csc2ccc(Cl)cc12, C1CCOC1, C[N+](C)(C)c1ccccc1, C[N+](C)(C)c1ccccc1, C[N+](C)(C)c1ccccc1. The product is O=C(CBr)c1csc2ccc(Cl)cc12. As a reaction SMILES: [Br-:1].[Br-:2].[Br-:3].[C:34]([CH3:35])(=[O:36])[c:37]1[c:38]2[c:39]([s:40][cH:41]1)[cH:42][cH:43][c:44]([Cl:46])[cH:45]2.[O:47]1[CH2:48][CH2:49][CH2:50][CH2:51]1.[c:14]1([N+:15]([CH3:16])([CH3:17])[CH3:18])[cH:19][cH:20][cH:21][cH:22][cH:23]1.[c:24]1([N+:25]([CH3:26])([CH3:27])[CH3:28])[cH:29][cH:30][cH:31][cH:32][cH:33]1.[c:4]1([N+:5]([CH3:6])([CH3:7])[CH3:8])[cH:9][cH:10][cH:11][cH:12][cH:13]1>>[Br:1][CH2:35][C:34](=[O:36])[c:37]1[c:38]2[c:39]([s:40][cH:41]1)[cH:42][cH:43][c:44]([Cl:46])[cH:45]2. Starting materials: BrC=1C=C2C(C(=CN(C2=CC1)CC1=CC=C(C=C1)OC)C(=O)OCC)=O (ethyl 6-bromo-1-[(4-methoxyphenyl)methyl]-4-oxoquinoline-3-carboxylate), crude material, S(=O)(Cl)Cl (thionyl chloride). Solvent: CN(C)C=O (DMF). Conditions: temperature 75 celsius, time 16 hour. Product: BrC=1C=C2C(=C(C=NC2=CC1)C(=O)OCC)Cl (Ethyl 6-bromo-4-chloroquinoline-3-carboxylate). Reaction SMILES: [Br:1][C:2]1[CH:3]=[C:4]2[C:9](=[CH:10][CH:11]=1)[N:8](CC1C=CC(OC)=CC=1)[CH:7]=[C:6]([C:21]([O:23][CH2:24][CH3:25])=[O:22])[C:5]2=O.S(Cl)([Cl:29])=O>CN(C=O)C>[Br:1][C:2]1[CH:3]=[C:4]2[C:9](=[CH:10][CH:11]=1)[N:8]=[CH:7][C:6]([C:21]([O:23][CH2:24][CH3:25])=[O:22])=[C:5]2[Cl:29]. Procedure details: On a larger scale, ethyl 6-bromo-1-[(4-methoxyphenyl)methyl]-4-oxoquinoline-3-carboxylate (5765 g, 13.85 mol) was charged to the vessel with thionyl chloride (28.8 L). An exotherm from 20-26° C. was observed. DMF (4.4 mL) was added with no observed exotherm and the batch heated to 75° C. and stirred for 17 h. HPLC showed 1.3% starting material remained with 98.0% product. The reaction was concentrated in vacuo and the residue azeotroped with toluene (25 L). The resulting solid was then slurried ... Reactants: Cc1ccccc1, O=C(O)c1ccc(-c2ccc(Cl)cc2Cl)cc1, O=S(Cl)Cl. The product is O=C(Cl)c1ccc(-c2ccc(Cl)cc2Cl)cc1. RXN SMILES: [CH3:22][c:23]1[cH:24][cH:25][cH:26][cH:27][cH:28]1.[Cl:1][c:2]1[c:3](-[c:9]2[cH:10][cH:11][c:12]([C:15](=[O:16])[OH:17])[cH:13][cH:14]2)[cH:4][cH:5][c:6]([Cl:8])[cH:7]1.[S:18]([Cl:19])([Cl:20])=[O:21]>>[Cl:1][c:2]1[c:3](-[c:9]2[cH:10][cH:11][c:12]([C:15](=[O:17])[Cl:20])[cH:13][cH:14]2)[cH:4][cH:5][c:6]([Cl:8])[cH:7]1. The product is CC(C)(C)[Si](C)(C)OCc1cc(Br)cs1. RXN SMILES: [Br:3][c:4]1[cH:5][c:6]([CH2:9][OH:10])[s:7][cH:8]1.[C:11]([CH3:12])([CH3:13])([CH3:14])[Si:15]([CH3:16])([CH3:17])[Cl:18].[Cl:24][CH2:25][Cl:26].[N:1]#[N:2].[OH2:27].[nH:19]1[cH:20][cH:21][n:22][cH:23]1>>[Br:3][c:4]1[cH:5][c:6]([CH2:9][O:10][Si:15]([C:11]([CH3:12])([CH3:13])[CH3:14])([CH3:16])[CH3:17])[s:7][cH:8]1. Starting materials: OCc1cc(Br)cs1, CC(C)(C)[Si](C)(C)Cl, ClCCl, N#N, O, c1c[nH]cn1. Reactants: C[C@@H](C1=CC=CC=C1)N1C(C(CC1)(CCOS(=O)(=O)C)CC1=CC=C(C=C1)F)=O (1-((S)-α-methylbenzyl)-3-(4-fluorophenylmethyl)-3-(2-methanesulfonyloxyethyl)-2-oxopyrrolidine), C(C)OCCN1C(=NC2=C1C=CC=C2)NC2CCNCC2 ((1-(2-ethoxyethyl)-1H-benzimidazol-2-yl) (piperidin-4-yl)amine). The product is C[C@@H](C1=CC=CC=C1)N1C(C(CC1)(CC1=CC=C(C=C1)F)CCN1CCC(CC1)NC1=NC2=C(N1CCOCC)C=CC=C2)=O (1-((S)-α-methylbenzyl)-3-(2-(4-(1-(2-ethoxyethyl)-1H-benzimidazol-2-yl-amino)piperidin-1-yl)ethyl)-3-(4-fluorophenylmethyl)-2-oxopyrrolidine). RXN SMILES: [CH3:1][C@H:2]([N:9]1[CH2:13][CH2:12][C:11]([CH2:21][C:22]2[CH:27]=[CH:26][C:25]([F:28])=[CH:24][CH:23]=2)([CH2:14][CH2:15]OS(C)(=O)=O)[C:10]1=[O:29])[C:3]1[CH:8]=[CH:7][CH:6]=[CH:5][CH:4]=1.[CH2:30]([O:32][CH2:33][CH2:34][N:35]1[C:39]2[CH:40]=[CH:41][CH:42]=[CH:43][C:38]=2[N:37]=[C:36]1[NH:44][CH:45]1[CH2:50][CH2:49][NH:48][CH2:47][CH2:46]1)[CH3:31]>>[CH3:1][C@H:2]([N:9]1[CH2:13][CH2:12][C:11]([CH2:14][CH2:15][N:48]2[CH2:47][CH2:46][CH:45]([NH:44][C:36]3[N:35]([CH2:34][CH2:33][O:32][CH2:30][CH3:31])[C:39]4[CH:40]=[CH:41][CH:42]=[CH:43][C:38]=4[N:37]=3)[CH2:50][CH2:49]2)([CH2:21][C:22]2[CH:23]=[CH:24][C:25]([F:28])=[CH:26][CH:27]=2)[C:10]1=[O:29])[C:3]1[CH:8]=[CH:7][CH:6]=[CH:5][CH:4]=1. Reported procedure: Prepare by the method of Example 1.6 using 1-((S)-α-methylbenzyl)-3-(4-fluorophenylmethyl)-3-(2-methanesulfonyloxyethyl)-2-oxopyrrolidine (Rf=0.71 silica gel, ethyl acetate) (0.45 g, 1.06 mmol) and (1-(2-ethoxyethyl)-1H-benzimidazol-2-yl) (piperidin-4-yl)amine to give a diastereomer of the title compound. The reactants are ClC=1N=C(N(C1C(=O)O)COCC[Si](C)(C)C)S(=O)(=O)NC (4-chloro-2-[(methylamino)sulfonyl]-1-({[2-(trimethylsilyl)ethyl]oxy}methyl)-1H-imidazole-5-carboxylic acid), NCC=1C(=C(C(=CC1)Cl)OC=1C=C(C#N)C=C(C1)Cl)F (3-{[3-(aminomethyl)-6-chloro-2-fluorophenyl]oxy}-5-chlorobenzonitrile). The product is ClC=1N=C(NC1C(=O)NCC1=C(C(=C(C=C1)Cl)OC1=CC(=CC(=C1)C#N)Cl)F)S(=O)(=O)NC (4-chloro-N-({4-chloro-3-[(3-chloro-5-cyanophenyl)oxy]-2-fluorophenyl}methyl)-2-[(methylamino)sulfonyl]-1H-imidazole-5-carboxamide). Yield: 53.2%. As a reaction SMILES: [Cl:1][C:2]1[N:3]=[C:4]([S:18]([NH:21][CH3:22])(=[O:20])=[O:19])[N:5](COCC[Si](C)(C)C)[C:6]=1[C:7]([OH:9])=O.[NH2:23][CH2:24][C:25]1[C:26]([F:42])=[C:27]([O:32][C:33]2[CH:34]=[C:35]([CH:38]=[C:39]([Cl:41])[CH:40]=2)[C:36]#[N:37])[C:28]([Cl:31])=[CH:29][CH:30]=1>>[Cl:1][C:2]1[N:3]=[C:4]([S:18]([NH:21][CH3:22])(=[O:19])=[O:20])[NH:5][C:6]=1[C:7]([NH:23][CH2:24][C:25]1[CH:30]=[CH:29][C:28]([Cl:31])=[C:27]([O:32][C:33]2[CH:34]=[C:35]([C:36]#[N:37])[CH:38]=[C:39]([Cl:41])[CH:40]=2)[C:26]=1[F:42])=[O:9]. Reported procedure: 4-chloro-2-[(methylamino)sulfonyl]-1-({[2-(trimethylsilyl)ethyl]oxy}methyl)-1H-imidazole-5-carboxylic acid (0.12 mmol) and 3-{[3-(aminomethyl)-6-chloro-2-fluorophenyl]oxy}-5-chlorobenzonitrile (0.040 g, 0.13 mmol) were employed using a procedure similar to that described herein to provide the title compound (0.034 g, 54%) as a white solid after deprotection and purification by Reverse-Phase HPLC (water:acetonitrile with 0.1% formic acid). 1H NMR (400 MHz, METHANOL-d4) δ ppm 7.55 (s, 1H), 7.40 (s... Reactants: FC(C1=C(C=CC=C1)CCC(C)=O)(F)F (4-(2-trifluoromethylphenyl)butan-2-one), [C-]#N.[Na+] (sodium cyanide), [Cl-].[NH4+] (ammonium chloride), C(C)O (ethanol). Solvent: solution, N (ammonia). Run at time 7 hour. Yields the product NC(C#N)(CCC1=C(C=CC=C1)C(F)(F)F)C (2-Amino-2-methyl-4-(2-trifluoromethylphenyl)butyronitrile). Reaction SMILES: [F:1][C:2]([F:15])([F:14])[C:3]1[CH:8]=[CH:7][CH:6]=[CH:5][C:4]=1[CH2:9][CH2:10]C(=O)C.[C-:16]#[N:17].[Na+].[Cl-].[NH4+:20].[CH2:21](O)[CH3:22]>N>[NH2:20][C:21]([CH3:22])([CH2:10][CH2:9][C:4]1[CH:5]=[CH:6][CH:7]=[CH:8][C:3]=1[C:2]([F:15])([F:14])[F:1])[C:16]#[N:17] |f:1.2,3.4|. Procedure details: 1.5 g of 4-(2-trifluoromethylphenyl)butan-2-one, 0.41 g of sodium cyanide and 0.56 g of ammonium chloride are dissolved in 77 ml of a 2M solution of ammonia in ethanol and the mixture is stirred at ambient temperature for 7 h. The mixture is subsequently concentrated under reduced pressure and the residue is redissolved in ethyl acetate and washed with water and three times with saturated sodium chloride solution. The organic phase is separated, dried with magnesium sulfate and evaporated under ... The reactants are COC1CN(C1)C(=O)OC(C)(C)C (tert-Butyl 3-methoxyazetidine-1-carboxylate), FC(C(=O)O)(F)F (trifluoroacetic acid). The solvent is ClCCl (dichloromethane). Conditions: time 4 hour. Yields the product FC(C(=O)O)(F)F.COC1CNC1 (3-Methoxyazetidine trifluoroacetate). Reaction SMILES: [CH3:1][O:2][CH:3]1[CH2:6][N:5](C(OC(C)(C)C)=O)[CH2:4]1.[F:14][C:15]([F:20])([F:19])[C:16]([OH:18])=[O:17]>ClCCl>[F:14][C:15]([F:20])([F:19])[C:16]([OH:18])=[O:17].[CH3:1][O:2][CH:3]1[CH2:6][NH:5][CH2:4]1 |f:3.4|. Reported procedure: To a solution of tert-butyl 3-methoxyazetidine-1-carboxylate (step 1, 110 mg, 0.57 mmol) in dichloromethane (6.0 mL) was added trifluoroacetic acid (6.0 mL). The resulting solution was stirred at room temperature for 4 h. The volatile materials were removed under the reduced pressure to afford 120 mg (quant.) of the title compound as a highly viscous oil: